From a dataset of the Open Reaction Database (ORD), a public repository of structured organic reaction records. describe an organic reaction: reactants, conditions, products, and yield Starting materials: O=C1CCC(=O)N1Br, CC(C)(C)c1ccccc1O, CC#N. The product is CC(C)(C)c1cc(Br)ccc1O. RXN SMILES: [Br:1][N:2]1[C:3](=[O:4])[CH2:5][CH2:6][C:7]1=[O:8].[C:9]([CH3:10])([CH3:11])([CH3:12])[c:13]1[c:14]([OH:19])[cH:15][cH:16][cH:17][cH:18]1.[CH3:20][C:21]#[N:22]>>[Br:1][c:17]1[cH:16][cH:15][c:14]([OH:19])[c:13]([C:9]([CH3:10])([CH3:11])[CH3:12])[cH:18]1. Reactants: C(=O)([O-])[O-].[Cs+].[Cs+] (Cs2CO3), BrCCCCCCBr (1,6-dibromo-hexane), OC=1C(C=C(OC1)COC1OCCCC1)=O (5-Hydroxy-2-(tetrahydro-pyran-2-yloxymethyl)-4H-pyran-4-one). Solvent: CN(C)C=O (DMF). Reaction conditions: temperature 60 celsius, time 2 hour. The product is BrC(CCCCOC=1C(C=C(OC1)COC1OCCCC1)=O)C (5-(5-Bromo-hexyloxy)-2-(tetrahydro-pyran-2-yloxymethyl)-4H-pyran-4-one). Yield: 7.4%. As a reaction SMILES: [OH:1][C:2]1[C:3](=[O:16])[CH:4]=[C:5]([CH2:8][O:9][CH:10]2[CH2:15][CH2:14][CH2:13][CH2:12][O:11]2)[O:6][CH:7]=1.[C:17]([O-])([O-])=O.[Cs+].[Cs+].BrC[CH2:25][CH2:26][CH2:27][CH2:28][CH2:29][Br:30]>CN(C=O)C>[Br:30][CH:29]([CH3:17])[CH2:28][CH2:27][CH2:26][CH2:25][O:1][C:2]1[C:3](=[O:16])[CH:4]=[C:5]([CH2:8][O:9][CH:10]2[CH2:15][CH2:14][CH2:13][CH2:12][O:11]2)[O:6][CH:7]=1 |f:1.2.3|. Procedure details: 5-Hydroxy-2-(tetrahydro-pyran-2-yloxymethyl)-4H-pyran-4-one (1.50 g, 6.60 mmol) was charged in a 30 mL sealed tube equipped with a magnetic stirrer and under inert atmosphere. Anhydrous DMF (10 mL), Cs2CO3 (2.30 g, 7.00 mmol) and 1,6-dibromo-hexane (3.20 g, 13.30 mmol) were successively added. The reaction mixture was stirred 2 h at 60° C. After evaporation of DMF, the crude compound was purified by column chromatography (SiO2; CH2Cl2:EtOAc=8:2) to give after evaporation 5-(6-bromo-hexyloxy)-2-(... Reactants: C=CCCC(=O)OCC, C1COCCO1, B1C2CCCC1CCC2, CC(C)(C)OC(=O)NC1CCc2ccc(OS(=O)(=O)C(F)(F)F)cc2C1, [K+], [K+], [K+], C1CCOC1, O, O=P([O-])([O-])[O-], c1ccc(P(c2ccccc2)(c2ccccc2)[Pd](P(c2ccccc2)(c2ccccc2)c2ccccc2)(P(c2ccccc2)(c2ccccc2)c2ccccc2)P(c2ccccc2)(c2ccccc2)c2ccccc2)cc1. Yields the product CCOC(=O)CCCCc1ccc2c(c1)CC(NC(=O)OC(C)(C)C)CC2. RXN SMILES: [C:1]([CH2:2][CH2:3][CH:4]=[CH2:5])(=[O:6])[O:7][CH2:8][CH3:9].[CH2:136]1[O:137][CH2:138][CH2:139][O:140][CH2:141]1.[CH:10]12[CH2:11][CH2:12][CH2:13][CH:14]([BH:15]1)[CH2:16][CH2:17][CH2:18]2.[F:19][C:20]([F:21])([F:22])[S:23]([O:24][c:25]1[cH:26][cH:27][c:28]2[c:33]([cH:34]1)[CH2:32][CH:31]([NH:35][C:36](=[O:37])[O:38][C:39]([CH3:40])([CH3:41])[CH3:42])[CH2:30][CH2:29]2)(=[O:43])=[O:44].[K+:50].[K+:51].[K+:52].[O:53]1[CH2:54][CH2:55][CH2:56][CH2:57]1.[OH2:135].[P:45]([O-:46])([O-:47])([O-:48])=[O:49].[cH:58]1[cH:59][cH:60][c:61]([P:62]([Pd:63]([P:64]([c:65]2[cH:66][cH:67][cH:68][cH:69][cH:70]2)([c:71]2[cH:72][cH:73][cH:74][cH:75][cH:76]2)[c:77]2[cH:78][cH:79][cH:80][cH:81][cH:82]2)([P:83]([c:84]2[cH:85][cH:86][cH:87][cH:88][cH:89]2)([c:90]2[cH:91][cH:92][cH:93][cH:94][cH:95]2)[c:96]2[cH:97][cH:98][cH:99][cH:100][cH:101]2)[P:102]([c:103]2[cH:104][cH:105][cH:106][cH:107][cH:108]2)([c:109]2[cH:110][cH:111][cH:112][cH:113][cH:114]2)[c:115]2[cH:116][cH:117][cH:118][cH:119][cH:120]2)([c:121]2[cH:122][cH:123][cH:124][cH:125][cH:126]2)[c:127]2[cH:128][cH:129][cH:130][cH:131][cH:132]2)[cH:133][cH:134]1>>[C:1]([CH2:2][CH2:3][CH2:4][CH2:5][c:25]1[cH:26][cH:27][c:28]2[c:33]([cH:34]1)[CH2:32][CH:31]([NH:35][C:36](=[O:37])[O:38][C:39]([CH3:40])([CH3:41])[CH3:42])[CH2:30][CH2:29]2)(=[O:6])[O:7][CH2:8][CH3:9]. The reactants are COc1ccc(CS)cc1, CN(C)C=O, O=C(O)c1cnccc1Cl, [H-], [Na+], O. As a reaction SMILES: [CH3:11][O:12][c:13]1[cH:14][cH:15][c:16]([CH2:17][SH:18])[cH:19][cH:20]1.[CH3:24][N:25]([CH3:26])[CH:27]=[O:28].[Cl:1][c:2]1[cH:3][cH:4][n:5][cH:6][c:7]1[C:8](=[O:9])[OH:10].[H-:21].[Na+:22].[OH2:23]>>[c:2]1([S:18][CH2:17][c:16]2[cH:15][cH:14][c:13]([O:12][CH3:11])[cH:20][cH:19]2)[cH:3][cH:4][n:5][cH:6][c:7]1[C:8](=[O:9])[OH:10]. The product is COc1ccc(CSc2ccncc2C(=O)O)cc1. Starting materials: Cc1cnc(N2CCN(C(=O)c3ccc(Br)cc3S(C)(=O)=O)CC2)c(C)c1, CC1COC(=O)N1. RXN SMILES: [Br:1][c:2]1[cH:3][c:4]([S:24](=[O:25])(=[O:26])[CH3:27])[c:5]([C:8](=[O:9])[N:10]2[CH2:11][CH2:12][N:13]([c:16]3[n:17][cH:18][c:19]([CH3:23])[cH:20][c:21]3[CH3:22])[CH2:14][CH2:15]2)[cH:6][cH:7]1.[CH3:28][CH:29]1[NH:30][C:31](=[O:34])[O:32][CH2:33]1>>[c:2]1([N:30]2[CH:29]([CH3:28])[CH2:33][O:32][C:31]2=[O:34])[cH:3][c:4]([S:24](=[O:25])(=[O:26])[CH3:27])[c:5]([C:8](=[O:9])[N:10]2[CH2:11][CH2:12][N:13]([c:16]3[n:17][cH:18][c:19]([CH3:23])[cH:20][c:21]3[CH3:22])[CH2:14][CH2:15]2)[cH:6][cH:7]1. Yields the product Cc1cnc(N2CCN(C(=O)c3ccc(N4C(=O)OCC4C)cc3S(C)(=O)=O)CC2)c(C)c1.